This data is from the Open Reaction Database (ORD), a public repository of structured organic reaction records. The task is: describe an organic reaction: reactants, conditions, products, and yield Reactants: Cl.C(C1=CN=CC=C1)(=O)Cl (nicotinoyl chloride hydrochloride), CC(CO)(CCCCCCCC(CO)(C)C)C (2,2,10,10-tetramethyl-1,11-undecanediol). Solvent: N1=CC=CC=C1 (pyridine), N1=CC=CC=C1 (pyridine). Conditions: time 36 hour. Yields the product C(C1=CN=CC=C1)(=O)OCC(CCCCCCCC(COC(C1=CN=CC=C1)=O)(C)C)(C)C (2,2,10,10-Tetramethyl-1,11-undecanediol dinicotinate). Yield: 51.9%. Reaction SMILES: Cl.[C:2](Cl)(=[O:9])[C:3]1[CH:8]=[CH:7][CH:6]=[N:5][CH:4]=1.[CH3:11][C:12]([CH3:27])([CH2:15][CH2:16][CH2:17][CH2:18][CH2:19][CH2:20][CH2:21][C:22]([CH3:26])([CH3:25])[CH2:23][OH:24])[CH2:13][OH:14]>N1C=CC=CC=1>[C:2]([O:24][CH2:23][C:22]([CH3:26])([CH3:25])[CH2:21][CH2:20][CH2:19][CH2:18][CH2:17][CH2:16][CH2:15][C:12]([CH3:27])([CH3:11])[CH2:13][O:14][C:2](=[O:9])[C:3]1[CH:8]=[CH:7][CH:6]=[N:5][CH:4]=1)(=[O:9])[C:3]1[CH:8]=[CH:7][CH:6]=[N:5][CH:4]=1 |f:0.1|. Reported procedure: A suspension of 53.10 grams (0.3 mole) of nicotinoyl chloride hydrochloride in 150 ml of anhydrous pyridine was added in 2 hours under stirring with a solution of 12.2 grams (0.05 mole) of 2,2,10,10-tetramethyl-1,11-undecanediol in 30 ml of anhydrous pyridine while keeping the temperature at about 70° C. The reaction was refluxed and stirred for 36 hours then, after cooling, the formed precipitate was removed by filtration. The filtrate was evaporated under vacuum and the obtained residue was tr...